From a dataset of the Open Reaction Database (ORD), a public repository of structured organic reaction records. describe an organic reaction: reactants, conditions, products, and yield Starting materials: COCCn1c(-c2ccc(C(C)C)cc2)nc2c(Br)c(COS(C)(=O)=O)cc(OC)c21, Nc1ccccc1, CN(C)C=O. Yields the product COCCn1c(-c2ccc(C(C)C)cc2)nc2c(Br)c(CNc3ccccc3)cc(OC)c21. Reaction SMILES: [Br:1][c:2]1[c:3]([CH2:26][O:27][S:28]([CH3:29])(=[O:30])=[O:31])[cH:4][c:5]([O:24][CH3:25])[c:6]2[n:7]([CH2:20][CH2:21][O:22][CH3:23])[c:8](-[c:11]3[cH:12][cH:13][c:14]([CH:17]([CH3:18])[CH3:19])[cH:15][cH:16]3)[n:9][c:10]12.[NH2:32][c:33]1[cH:34][cH:35][cH:36][cH:37][cH:38]1.[O:39]=[CH:40][N:41]([CH3:42])[CH3:43]>>[Br:1][c:2]1[c:3]([CH2:26][NH:32][c:33]2[cH:34][cH:35][cH:36][cH:37][cH:38]2)[cH:4][c:5]([O:24][CH3:25])[c:6]2[n:7]([CH2:20][CH2:21][O:22][CH3:23])[c:8](-[c:11]3[cH:12][cH:13][c:14]([CH:17]([CH3:18])[CH3:19])[cH:15][cH:16]3)[n:9][c:10]12. Reactants: O([C@@H]1[C@@H](O)[C@@H](O)[C@H](O)CO1)C (methyl α-D-lyxopyranoside), O([C@@H]1[C@@H](O)[C@@H](O)[C@H](O)CO1)C (methyl α-D-lyxopyranoside), C(C)N(CC)S(F)(F)F (diethylaminosulfur trifluoride), O([C@@H]1[C@@H](O)[C@@H](O)[C@H](O)CO1)C (methyl α-D-lyxopyranoside). Yields the product F[C@@H]1[C@@H]([C@@H]([C@H](OC)OC1)O)O (methyl 4-deoxy-4-fluoro-α-L-ribopyranoside), 4-deoxy-4-fluoro, O([C@@H]1[C@@H](O)[C@@H](O)[C@H](O)CO1)C (methyl α-D-lyxopyranoside). Reaction SMILES: [O:1]([CH3:11])[C@H:2]1[O:10][CH2:9][C@@H:7]([OH:8])[C@H:5]([OH:6])[C@@H:3]1[OH:4].C(N(S(F)(F)[F:18])CC)C>>[F:18][C@H:7]1[CH2:9][O:10][C@@H:2]([O:1][CH3:11])[C@@H:3]([OH:4])[C@H:5]1[OH:6].[O:1]([CH3:11])[C@H:2]1[O:10][CH2:9][C@@H:7]([OH:8])[C@H:5]([OH:6])[C@@H:3]1[OH:4]. Procedure: A known compound, methyl α-D-lyxopyranoside [Compound 50] of the formula ##STR90## is reacted with diethylaminosulfur trifluoride [(C2H5)2 NSF3 ] to fluorinate selectively only the 4-hydroxyl group of Compound 50, whereby there is produced methyl 4-deoxy-4-fluoro-α-L-ribopyranoside [Compound 51] of the formula ##STR91## as a 4-deoxy-4-fluoro derivative of Compound 50, with accompanying reversion of the steric configuration of the starting compound. Reactants: C(C1=CC=CC=C1)OC=1C=C(C=NC1NC=1SC=C(N1)C)SCCC(=O)OC (methyl 3-(5-(benzyloxy)-6-(4-methylthiazol-2-ylamino)pyridin-3-ylthio)propanoate), Cl (HCl), [NH4+].[Cl-] (NH4Cl), BrCC1=C(C=CC=C1)Cl (1-(Bromomethyl)-2-chlorobenzene), CC(C)(C)[O-].[K+] (KOtBu). Solvent: C1CCOC1 (THF). Conditions: time 5 minute. Product: Cl.ClC1=C(CSC=2C=C(C(=NC2)NC=2SC=C(N2)C)OCC2=CC=CC=C2)C=CC=C1 (5-(2-chlorobenzylthio)-3-(benzyloxy)-N-(4-methylthiazol-2-yl)pyridin-2-amine hydrochloride). The yield is 103.4%. RXN SMILES: [CH2:1]([O:8][C:9]1[CH:10]=[C:11]([S:22][CH2:23][CH2:24][C:25](OC)=O)[CH:12]=[N:13][C:14]=1[NH:15][C:16]1[S:17][CH:18]=[C:19]([CH3:21])[N:20]=1)[C:2]1[CH:7]=[CH:6][CH:5]=[CH:4][CH:3]=1.CC([O-])(C)C.[K+].BrC[C:37]1[CH:42]=[CH:41]C=C[C:38]=1[Cl:43].[NH4+].[Cl-].Cl>C1COCC1>[ClH:43].[Cl:43][C:38]1[CH:37]=[CH:42][CH:41]=[CH:25][C:24]=1[CH2:23][S:22][C:11]1[CH:10]=[C:9]([O:8][CH2:1][C:2]2[CH:7]=[CH:6][CH:5]=[CH:4][CH:3]=2)[C:14]([NH:15][C:16]2[S:17][CH:18]=[C:19]([CH3:21])[N:20]=2)=[N:13][CH:12]=1 |f:1.2,4.5,8.9|. Reported procedure: A 1 dram vial was charged with methyl 3-(5-(benzyloxy)-6-(4-methylthiazol-2-ylamino)pyridin-3-ylthio)propanoate (prepared according to Example 42; 70 mg, 0.17 mmol). THF (1 mL) and KOtBu (0.59 mL, 0.59 mmol) were added and the reaction mixture was stirred at room temperature for 5 minutes. 1-(Bromomethyl)-2-chlorobenzene (0.024 mL, 0.19 mmol) was added and the reaction mixture was stirred at room temperature for 30 minutes. Saturated aqueous NH4Cl (1 mL) was added and the reaction mixture was st... The reactants are CCc1ccccc1N, CCOc1c(Nc2ccccc2O)c(=O)c1=O, CS(C)=O. The product is CCc1ccccc1Nc1c(Nc2ccccc2O)c(=O)c1=O. Reaction SMILES: [CH2:18]([CH3:19])[c:20]1[c:21]([NH2:22])[cH:23][cH:24][cH:25][cH:26]1.[CH2:1]([O:2][c:4]1[c:5](=[O:17])[c:6](=[O:16])[c:7]1[NH:8][c:9]1[c:10]([OH:15])[cH:11][cH:12][cH:13][cH:14]1)[CH3:3].[CH3:27][S:28]([CH3:29])=[O:30]>>[c:4]1([NH:22][c:21]2[c:20]([CH2:18][CH3:19])[cH:26][cH:25][cH:24][cH:23]2)[c:5](=[O:17])[c:6](=[O:16])[c:7]1[NH:8][c:9]1[c:10]([OH:15])[cH:11][cH:12][cH:13][cH:14]1. Reactants: CS(=O)(=O)N1C=CC=2C(CC(CC12)C1=CC=CC=C1)=O (1-methanesulfonyl-6-phenyl-4,5,6,7-tetrahydroindol-4-one), C(=N)(N)NN.Cl (aminoguanidine hydrochloride), Cl (hydrochloric acid), O (water). Run in C(C)O (ethanol). The product is Cl.N(C(=N)N)N=C1C=2C=CN(C2CC(C1)C1=CC=CC=C1)S(=O)(=O)C (4-guanidinoimino-1-methanesulfonyl-6-phenyl-4,5,6,7-tetrahydroindole hydrochloride). Yield: 77.7%. As a reaction SMILES: [CH3:1][S:2]([N:5]1[C:13]2[CH2:12][CH:11]([C:14]3[CH:19]=[CH:18][CH:17]=[CH:16][CH:15]=3)[CH2:10][C:9](=O)[C:8]=2[CH:7]=[CH:6]1)(=[O:4])=[O:3].[C:21]([NH:24][NH2:25])([NH2:23])=[NH:22].[ClH:26].Cl.O>C(O)C>[ClH:26].[NH:24]([N:25]=[C:9]1[CH2:10][CH:11]([C:14]2[CH:19]=[CH:18][CH:17]=[CH:16][CH:15]=2)[CH2:12][C:13]2[N:5]([S:2]([CH3:1])(=[O:4])=[O:3])[CH:6]=[CH:7][C:8]1=2)[C:21]([NH2:23])=[NH:22] |f:1.2,6.7|. Reported procedure: A mixture of 1-methanesulfonyl-6-phenyl-4,5,6,7-tetrahydroindol-4-one (0.40 g), aminoguanidine hydrochloride (0.17 g), concentrated hydrochloric acid (0.069 ml), water (0.069 ml) and ethanol (40 ml) was refluxed for 20 minutes. Under reduced pressure, the solvent was evaporated, and the residue was washed with water, dried and recrystallized from ethanol to give 4-guanidinoimino-1-methanesulfonyl-6-phenyl-4,5,6,7-tetrahydroindole hydrochloride (Compound 12) (0.41 g) as colorless crystals.